Task: describe an organic reaction: reactants, conditions, products, and yield. Dataset: the Open Reaction Database (ORD), a public repository of structured organic reaction records The reactants are [NH4+].[Cl-] (NH4Cl), C12CCCC(CCC1)C2=C(C2=CC=C(C=C2)/C=C/C(=O)OC(C)(C)C)C2=CC=C(C=C2)O (1,1-Dimethylethyl (2E)-3-{4-[bicyclo[3.3.1]non-9-ylidene(4-hydroxyphenyl)methyl]phenyl}-2-propenoate), C(C)(C)N(C(C)C)CC (N,N-diisopropylethylamine), CC(C)(C#C)O (2-methyl-3-butyn-2-ol). Reagents/catalysts: Cl[Pd]([P](C1=CC=CC=C1)(C2=CC=CC=C2)C3=CC=CC=C3)([P](C4=CC=CC=C4)(C5=CC=CC=C5)C6=CC=CC=C6)Cl (Pd(PPh3)2Cl2), [Cu]I (CuI). Solvent: O (water), CN(C)C=O (DMF). Conditions: time 8 hour. Yields the product OC(C#CC1=CC=C(C=C1)C(C1=CC=C(C=C1)O)=C1CC(CC(C1)(C)C)(C)C)(C)C (4-[[4-(3-hydroxy-3-methyl-1-butyn-1-yl)phenyl](3,3,5,5-tetramethyl cyclohexylidene)methyl]phenol). The yield is 133.1%. Reaction SMILES: [CH:1]12[C:9](=[C:10]([C:26]3[CH:31]=[CH:30][C:29]([OH:32])=[CH:28][CH:27]=3)[C:11]3[CH:16]=CC(/C=C/C(OC(C)(C)C)=O)=C[CH:12]=3)[CH:5]([CH2:6][CH2:7][CH2:8]1)CCC2.C(N(CC)[CH:37]([CH3:39])[CH3:38])(C)C.[CH3:42][C:43]([OH:47])([C:45]#[CH:46])[CH3:44].[NH4+].[Cl-]>CN(C=O)C.Cl[Pd](Cl)([P](C1C=CC=CC=1)(C1C=CC=CC=1)C1C=CC=CC=1)[P](C1C=CC=CC=1)(C1C=CC=CC=1)C1C=CC=CC=1.[Cu]I.O>[OH:47][C:43]([CH3:44])([CH3:42])[C:45]#[C:46][C:7]1[CH:6]=[CH:5][C:9]([C:10](=[C:11]2[CH2:12][C:9]([CH3:10])([CH3:1])[CH2:5][C:37]([CH3:38])([CH3:39])[CH2:16]2)[C:26]2[CH:27]=[CH:28][C:29]([OH:32])=[CH:30][CH:31]=2)=[CH:1][CH:8]=1 |f:3.4,^1:57,76|. Procedure: To a degassed solution of 4-[(4-Iodophenyl)(3,3,5,5-tetramethylcyclohexylidene)methyl]phenol (44) (0.25 g, 0.56 mmol) in DMF (5 mL) were added Pd(PPh3)2Cl2 (40 mg, 0.06 mmol), CuI (11 mg, 0.06 mmol), N,N-diisopropylethylamine (0.45 mL, 2.52 mmol) and 2-methyl-3-butyn-2-ol (0.11 mL, 1.12 mmol). The reaction mixture was stirred at room temperature overnight, poured into saturated aqueous NH4Cl (15 mL) and water (5 mL), extracted with ethyl acetate (2×50 mL). The combined organic phase was washed w... Reactants: COC(=O)c1c(-c2ccccc2F)c2cc(OCc3ccccc3)ccc2c(=O)n1CC(C)C, CO, Cl, [Li+], [OH-], O, O. The product is CC(C)Cn1c(C(=O)O)c(-c2ccccc2F)c2cc(OCc3ccccc3)ccc2c1=O. As a reaction SMILES: [CH2:1]([c:2]1[cH:3][cH:4][cH:5][cH:6][cH:7]1)[O:8][c:9]1[cH:10][c:11]2[c:12](-[c:28]3[c:29]([F:34])[cH:30][cH:31][cH:32][cH:33]3)[c:13]([C:24](=[O:25])[O:26][CH3:27])[n:14]([CH2:20][CH:21]([CH3:22])[CH3:23])[c:15](=[O:19])[c:16]2[cH:17][cH:18]1.[CH3:40][OH:41].[ClH:39].[Li+:37].[OH-:36].[OH2:35].[OH2:38]>>[CH2:1]([c:2]1[cH:3][cH:4][cH:5][cH:6][cH:7]1)[O:8][c:9]1[cH:10][c:11]2[c:12](-[c:28]3[c:29]([F:34])[cH:30][cH:31][cH:32][cH:33]3)[c:13]([C:24](=[O:25])[OH:26])[n:14]([CH2:20][CH:21]([CH3:22])[CH3:23])[c:15](=[O:19])[c:16]2[cH:17][cH:18]1. Reactants: C(C)O (ethanol), ClC=1C(=C(C(=O)O)C=C(C1F)F)F (3-chloro-2,4,5-trifluorobenzoic acid), C(C(=O)Cl)(=O)Cl (oxalyl chloride). Reagents/catalysts: CN(C=O)C (N,N-dimethylformamide). The solvent is ClCCl (dichloromethane), ClCCl (dichloromethane). Run at time 45 minute. The product is C(C)OC(C1=C(C(=C(C(=C1)F)F)Cl)F)=O (3-Chloro-2,4,5-trifluorobenzoic acid ethyl ester). Yield: 100.6%. Reaction SMILES: [Cl:1][C:2]1[C:3]([F:13])=[C:4]([CH:8]=[C:9]([F:12])[C:10]=1[F:11])[C:5]([OH:7])=[O:6].[C:14](Cl)(=O)[C:15](Cl)=O.C(O)C>ClCCl.CN(C)C=O>[CH2:14]([O:6][C:5](=[O:7])[C:4]1[CH:8]=[C:9]([F:12])[C:10]([F:11])=[C:2]([Cl:1])[C:3]=1[F:13])[CH3:15]. Procedure details: To a solution of 3-chloro-2,4,5-trifluorobenzoic acid (Example 20, 4.90 g, 23.3 mmol) in dichloromethane (50 mL) is added oxalyl chloride (5.1 mL, 58.2 mmol) and N,N-dimethylformamide (1 drop). After 45 minutes, the reaction mixture is concentrated under vacuum. The resulting residue is dissolved in dichloromethane (50 mL) and treated with ethanol (10 mL, 172 mmol). After 30 minutes, the reaction mixture is diluted with dichloromethane and washed with saturated NaHCO3, water, and brine. The orga... The reactants are [BH4-].[Li+] (lithium borohydride), BrC1=CSC(=C1)COC=1C=C(C(C(=O)OC)=CC1)C(=O)OC (dimethyl 4-(3-bromo-5-thienylmethoxy)phthalate), ice. Run in C1CCOC1 (THF), C1CCOC1 (THF). Yields the product BrC1=CSC(=C1)COC=1C=CC(=C(C1)CO)CO ([5-(3-Bromo-5-thienylmethoxy)-2-hydroxymethyl-phenyl]methanol). Reaction SMILES: [Br:1][C:2]1[CH:6]=[C:5]([CH2:7][O:8][C:9]2[CH:10]=[C:11]([C:19](OC)=[O:20])[C:12](=[CH:17][CH:18]=2)[C:13](OC)=[O:14])[S:4][CH:3]=1.[BH4-].[Li+]>C1COCC1>[Br:1][C:2]1[CH:6]=[C:5]([CH2:7][O:8][C:9]2[CH:18]=[CH:17][C:12]([CH2:13][OH:14])=[C:11]([CH2:19][OH:20])[CH:10]=2)[S:4][CH:3]=1 |f:1.2|. Reported procedure: 27 g (76 mmol) of dimethyl 4-(3-bromo-5-thienylmethoxy)phthalate are dissolved in 200 mL of anhydrous THF. This solution is added dropwise to a suspension of 4 g (183 mmol) of lithium borohydride in 50 mL of THF. The reaction medium is refluxed for 24 h and then cooled and poured onto 200 g of ice. After extraction with ether and then chromatography on a column of silica (eluent: 5 heptane/5 ethyl acetate), the desired product is obtained in the form of a yellow oil (m=22.1 g; Y=88%). The reactants are CO (MeOH), N1=C(C=CC=C1C)C (2,6-lutidine), I(=O)(=O)(=O)[O-].[Na+] (sodium periodate), FC1=C(C=CC(=C1)I)NC=1C(=C2N(C(C1C)=O)CCO2)NS(=O)(=O)C2(CC2)CC=C (1-allyl-cyclopropanesulfonic acid [7-(2-fluoro-4-iodo-phenylamino)-6-methyl-5-oxo-2,3-dihydro-5H-oxazolo[3,2-a]pyridin-8-yl]-amide). Reagents/catalysts: [Os](=O)(=O)(=O)=O (Osmium tetra oxide). Run in C(Cl)Cl (DCM), O1CCOCC1 (dioxane), O (water). Reaction conditions: time 5 hour. The product is FC1=C(C=CC(=C1)I)NC=1C(=C2N(C(C1C)=O)CCO2)NS(=O)(=O)C2(CC2)CC=O (1-(2-Oxo-ethyl)-cyclopropanesulfonic acid [7-(2-fluoro-4-iodo-phenylamino)-6-methyl-5-oxo-2,3-dihydro-5H-oxazolo[3,2-a]pyridin-8-yl]-amide). Yield: 63.0%. RXN SMILES: N1C(C)=CC=CC=1C.I([O-])(=O)(=O)=O.[Na+].[F:15][C:16]1[CH:21]=[C:20]([I:22])[CH:19]=[CH:18][C:17]=1[NH:23][C:24]1[C:25]([NH:35][S:36]([C:39]2([CH2:42][CH:43]=C)[CH2:41][CH2:40]2)(=[O:38])=[O:37])=[C:26]2[O:34][CH2:33][CH2:32][N:27]2[C:28](=[O:31])[C:29]=1[CH3:30].C[OH:46]>O1CCOCC1.O.C(Cl)Cl.[Os](=O)(=O)(=O)=O>[F:15][C:16]1[CH:21]=[C:20]([I:22])[CH:19]=[CH:18][C:17]=1[NH:23][C:24]1[C:25]([NH:35][S:36]([C:39]2([CH2:42][CH:43]=[O:46])[CH2:40][CH2:41]2)(=[O:37])=[O:38])=[C:26]2[O:34][CH2:33][CH2:32][N:27]2[C:28](=[O:31])[C:29]=1[CH3:30] |f:1.2|. Procedure: Osmium tetra oxide (8 mg, 0.035 mmol), 2,6-lutidine (0.08 g, 0.74 mmol) and sodium periodate (0.3 g, 0.001 mol) were added to a solution of 1-allyl-cyclopropanesulfonic acid [7-(2-fluoro-4-iodo-phenylamino)-6-methyl-5-oxo-2,3-dihydro-5H-oxazolo[3,2-a]pyridin-8-yl]-amide (0.19 g, 0.35 mmol) in dioxane (7 mL) and water (2 mL). The resulting mixture was stirred at room temperature for 5 hours. The reaction was monitored by TLC (5% MeOH in DCM). The reaction mixture was partitioned between ethylacet... Starting materials: CCCCC(=O)c1c(C(C)(C)C)cc(C=O)cc1C(C)(C)C, CC(C)(C)NO, Cc1ccc(S(=O)(=O)O)cc1, c1ccccc1. The product is CCCCC(=O)c1c(C(C)(C)C)cc(C=[N+]([O-])C(C)(C)C)cc1C(C)(C)C. RXN SMILES: [C:1]([CH2:2][CH2:3][CH2:4][CH3:5])(=[O:6])[c:7]1[c:8]([C:19]([CH3:20])([CH3:21])[CH3:22])[cH:9][c:10]([CH:11]=[O:12])[cH:13][c:14]1[C:15]([CH3:16])([CH3:17])[CH3:18].[C:23]([CH3:24])([CH3:25])([CH3:26])[NH:27][OH:28].[c:29]1([CH3:30])[cH:31][cH:32][c:33]([S:34]([OH:35])(=[O:36])=[O:37])[cH:38][cH:39]1.[cH:40]1[cH:41][cH:42][cH:43][cH:44][cH:45]1>>[C:1]([CH2:2][CH2:3][CH2:4][CH3:5])(=[O:6])[c:7]1[c:8]([C:19]([CH3:20])([CH3:21])[CH3:22])[cH:9][c:10]([CH:11]=[N+:27]([C:23]([CH3:24])([CH3:25])[CH3:26])[O-:28])[cH:13][c:14]1[C:15]([CH3:16])([CH3:17])[CH3:18]. Solvent: CS(=O)C (DMSO). Isolated yield 99.4%. Reported procedure: Sodium cyanide (1.8 g, 37 mmol) was added to a stirred solution of the intermediate from Step B (10 g, 31 mmol) in DMSO (100 mL). The mixture was heated to 60° C. overnight (˜16 hours) and then the DMSO was removed under reduced pressure. DCM (100 mL) was added to the residue and the resulting mixture was washed with water (1×100 mL), saturated NaCl (1×100 mL), dried over magnesium sulfate, filtered and the solvent removed under reduced pressure to provide 5.4 g of the title intermediate (99% yi... Run at temperature 60 celsius. Product: OCCC1=CC=C(C=C1)CCC#N (3-[4-(2-Hydroxyethyl)phenyl]propionitrile). The reactants are [C-]#N.[Na+] (Sodium cyanide), OCCC1=CC=C(C=C1)CCOS(=O)(=O)C1=CC=C(C=C1)C (Toluene-4-sulfonic Acid 2-[4-(2-Hydroxyethyl)-phenyl]ethyl Ester). As a reaction SMILES: [C-:1]#[N:2].[Na+].O[CH2:5][CH2:6][C:7]1[CH:12]=[CH:11][C:10]([CH2:13][CH2:14][O:15]S(C2C=CC(C)=CC=2)(=O)=O)=[CH:9][CH:8]=1>CS(C)=O>[OH:15][CH2:14][CH2:13][C:10]1[CH:9]=[CH:8][C:7]([CH2:6][CH2:5][C:1]#[N:2])=[CH:12][CH:11]=1 |f:0.1|. The reactants are C(#N)CC(=O)OCC (Ethyl cyanoacetate), [H-].[Na+] (NaH), ClC1=C(C=C(C=C1)OC)[N+](=O)[O-] (4-chloro-3-nitro-anisole). Run at time 1 hour. Reagents/catalysts: [F-].[Cs+] (CsF). The yield is 86.6%. Run in CN(C)C=O (DMF), CN(C)C=O (DMF). Procedure: Ethyl cyanoacetate (2.56 mL, 24.0 mmol) was added dropwise to a suspension of 959 mg of NaH (60%, 24.0 mmol) in 10 mL of DMF. The mixture was stirred for 1 h at room temperature. CsF (61 mg, 0.4 mmol) and a solution of 4-chloro-3-nitro-anisole (1.5 g, 8.0 mmol) in 2 mL of DMF were added and the mixture was stirred overnight at 70° C. The reaction mixture was cooled to room temperature and was quenched by the addition of 5 mL of water. Aqueous 1N HCl (5 mL) was added to adjust the pH to 3-4 and t... RXN SMILES: [C:1]([CH2:3][C:4]([O:6][CH2:7][CH3:8])=[O:5])#[N:2].[H-].[Na+].Cl[C:12]1[CH:17]=[CH:16][C:15]([O:18][CH3:19])=[CH:14][C:13]=1[N+:20]([O-:22])=[O:21]>CN(C=O)C.[F-].[Cs+]>[CH2:7]([O:6][C:4](=[O:5])[CH:3]([C:1]#[N:2])[C:12]1[CH:17]=[CH:16][C:15]([O:18][CH3:19])=[CH:14][C:13]=1[N+:20]([O-:22])=[O:21])[CH3:8] |f:1.2,5.6|. The product is C(C)OC(C(C1=C(C=C(C=C1)OC)[N+](=O)[O-])C#N)=O (cyano-(4-methoxy-2-nitro-phenyl)-acetic acid ethyl ester).